Dataset: the Open Reaction Database (ORD), a public repository of structured organic reaction records. Task: describe an organic reaction: reactants, conditions, products, and yield The reactants are CSCC1=C(N)C(=CC(=C1F)F)F (2-methylthiomethyl-3,4,6-trifluoroaniline). The reagents and catalysts are [Ni] (Raney nickel). The solvent is C(C)O (ethanol). Reaction conditions: time 30 minute. The product is CC1=C(N)C(=CC(=C1F)F)F (2-methyl-3,4,6-trifluoroaniline). The yield is 71.3%. Reaction SMILES: CS[CH2:3][C:4]1[C:10]([F:11])=[C:9]([F:12])[CH:8]=[C:7]([F:13])[C:5]=1[NH2:6]>[Ni].C(O)C>[CH3:3][C:4]1[C:10]([F:11])=[C:9]([F:12])[CH:8]=[C:7]([F:13])[C:5]=1[NH2:6]. Reported procedure: To 2-methylthiomethyl-3,4,6-trifluoroaniline (22.2 g) are added ethanol (400 ml) and Raney nickel (200 g) and the mixture is stirred at room temperature for 30 minutes. After the catalyst is filtered off, the filtrate is added with water and extracted with dichloromethane. The is dried over magnesium sulfate and concentrated to give 2-methyl-3,4,6-trifluoroaniline (12.3 g). As a reaction SMILES: P(Cl)(Cl)([Cl:3])=O.[Cl:6][C:7]1[C:8]([N:15]2[C:19]3=[N:20][CH:21]=[N:22][C:23](O)=[C:18]3[CH:17]=[N:16]2)=[C:9]([CH:12]=[CH:13][CH:14]=1)[C:10]#[N:11]>>[Cl:6][C:7]1[C:8]([N:15]2[C:19]3=[N:20][CH:21]=[N:22][C:23]([Cl:3])=[C:18]3[CH:17]=[N:16]2)=[C:9]([CH:12]=[CH:13][CH:14]=1)[C:10]#[N:11]. Reaction conditions: temperature 100 celsius, time 4 hour. Product: ClC=1C(=C(C#N)C=CC1)N1N=CC=2C1=NC=NC2Cl (3-Chloro-2-(4-chloro-1H-pyrazolo[3,4-d]pyrimidin-1-yl)benzonitrile). Reactants: P(=O)(Cl)(Cl)Cl (Phosphorus oxychloride), ClC=1C(=C(C#N)C=CC1)N1N=CC=2C1=NC=NC2O (3-chloro-2-(4-hydroxy-1H-pyrazolo[3,4-d]pyrimidin-1-yl)benzonitrile). Reported procedure: Phosphorus oxychloride (7.93 mL, 85.03 mmol) was added to 3-chloro-2-(4-hydroxy-1H-pyrazolo[3,4-d]pyrimidin-1-yl)benzonitrile (Intermediate AH5) (1.155 g, 4.25 mmol). The resulting mixture was heated to 100° C. and stirred for 4 hours. The reaction mixture was allowed to cool to ambient temperature. The reaction mixture was evaporated to near dryness. Poured onto ice/water with stirring. A solid precipitate was collected by filtration. This was dried overnight under vacuum to afford the product ... Isolated yield 75.3%. Reactants: OC1=CC=C(C=C1)C(CCC(=O)OCC)C (ethyl 4-(4-hydroxyphenyl)pentanoate), C(C)C=1C(=C(C(=CC1)C)C(=O)[O-])Br (ethyl -bromo-o-toluate), C([O-])([O-])=O.[K+].[K+] (potassium carbonate), CC(CC)=O (2-butanone). Reagents/catalysts: [I-].[K+] (potassium iodide). Yields the product C(C)OC(=O)C1=C(COC2=CC=C(C=C2)C(CCC(=O)OCC)C)C=CC=C1 (Ethyl 4-[4-(2-ethoxycarbonylbenzyloxy)phenyl]pentanoate). Isolated yield 59.0%. RXN SMILES: [OH:1][C:2]1[CH:7]=[CH:6][C:5]([CH:8]([CH3:16])[CH2:9][CH2:10][C:11]([O:13][CH2:14][CH3:15])=[O:12])=[CH:4][CH:3]=1.C([C:19]1[C:20](Br)=[C:21]([C:26]([O-:28])=[O:27])[C:22]([CH3:25])=[CH:23][CH:24]=1)C.C(=O)([O-])[O-].[K+].[K+].[CH3:36][C:37](=O)CC>[I-].[K+]>[CH2:36]([O:28][C:26]([C:21]1[CH:20]=[CH:19][CH:24]=[CH:23][C:22]=1[CH2:25][O:1][C:2]1[CH:3]=[CH:4][C:5]([CH:8]([CH3:16])[CH2:9][CH2:10][C:11]([O:13][CH2:14][CH3:15])=[O:12])=[CH:6][CH:7]=1)=[O:27])[CH3:37] |f:2.3.4,6.7|. Procedure details: A mixture of 12 g of ethyl 4-(4-hydroxyphenyl)pentanoate, 16.05 g of ethyl -bromo-o-toluate, 0.5 g of pulverized potassium iodide and 36.49 g of potassium carbonate in 300 ml of 2-butanone was heated under reflux overnight. The salts were collected and washed with ether. The filtrate was evaporated and the residue was partitioned between water and ether. The organic layer was separated, washed with 10% sodium hydroxide solution and water, dried over anhydrous sodium sulfate, filtered and evapora... Reactants: O=C([O-])[O-], CN(C)C=O, BrC1CCCC1, [K+], [K+], O, CCOC(=O)c1ccc(O)c(OC)c1. Product: CCOC(=O)c1ccc(OC2CCCC2)c(OC)c1. Reaction SMILES: [C:21](=[O:22])([O-:23])[O-:24].[CH3:28][N:29]([CH3:30])[CH:31]=[O:32].[CH:15]1([Br:20])[CH2:16][CH2:17][CH2:18][CH2:19]1.[K+:25].[K+:26].[OH2:27].[OH:1][c:2]1[c:3]([O:13][CH3:14])[cH:4][c:5]([C:6](=[O:7])[O:8][CH2:9][CH3:10])[cH:11][cH:12]1>>[O:1]([c:2]1[c:3]([O:13][CH3:14])[cH:4][c:5]([C:6](=[O:7])[O:8][CH2:9][CH3:10])[cH:11][cH:12]1)[CH:15]1[CH2:16][CH2:17][CH2:18][CH2:19]1.